This data is from the Open Reaction Database (ORD), a public repository of structured organic reaction records. The task is: describe an organic reaction: reactants, conditions, products, and yield Starting materials: C1(CC1)N1C2=C(C(C3=CC(=C(C=C13)N1CC(C1)(C)N(C(C(F)(F)F)=O)C)F)=O)C(NS2)=O (9-cyclopropyl-6-fluoro-7-{3-[N-(methyl)trifluoroacetamido]-3-methyl-1-azetidinyl}-2,3,4,9-tetrahydroisothiazolo[5,4-b]quinoline-3,4-dione), [OH-].[Na+] (sodium hydroxide). As a reaction SMILES: [CH:1]1([N:4]2[C:13]3[C:8](=[CH:9][C:10]([F:27])=[C:11]([N:14]4[CH2:17][C:16]([N:19](C)[C:20](=O)C(F)(F)F)([CH3:18])[CH2:15]4)[CH:12]=3)[C:7](=[O:28])[C:6]3[C:29](=[O:32])[NH:30][S:31][C:5]2=3)[CH2:3][CH2:2]1.[OH-].[Na+]>>[CH:1]1([N:4]2[C:13]3[C:8](=[CH:9][C:10]([F:27])=[C:11]([N:14]4[CH2:15][C:16]([NH:19][CH3:20])([CH3:18])[CH2:17]4)[CH:12]=3)[C:7](=[O:28])[C:6]3[C:29](=[O:32])[NH:30][S:31][C:5]2=3)[CH2:3][CH2:2]1 |f:1.2|. Yields the product C1(CC1)N1C2=C(C(C3=CC(=C(C=C13)N1CC(C1)(C)NC)F)=O)C(NS2)=O (9-cyclopropyl-6-fluoro-7-(3-methylamino-3-methyl-1-azetidinyl)-2,3,4,9-tetrahydroisothiazolo[5,4-b]quinoline-3,4-dione). Procedure: By a procedure completely analogous to that described in Example 2, 9-cyclopropyl-6-fluoro-7-{3-[N-(methyl)trifluoroacetamido]-3-methyl-1-azetidinyl}-2,3,4,9-tetrahydroisothiazolo[5,4-b]quinoline-3,4-dione, melting point 286°-290° C., is obtained, which product is hydrolyzed by heating it with 10% sodium hydroxide for 2 hours; 9-cyclopropyl-6-fluoro-7-(3-methylamino-3-methyl-1-azetidinyl)-2,3,4,9-tetrahydroisothiazolo[5,4-b]quinoline-3,4-dione, melting point 300° C., is obtained. Product: O.C1(=CC=CC=C1)C1=NN(C(=C1C1=CC=CC=C1)C1=CC=CC=C1)CCCCCCCC(=O)O (3,4,5-triphenyl-lH-pyrazol1-octanoic acid hydrate). Procedure: A mixture of ethyl 3,4,5-triphenyl-lH-pyrazol-1-octanoate (3 g, 6.4 mmol), 3 N aqueous sodium hydroxide solution (6.4 mL, 19 mmol) and methanol (40 mL) was heated on a steam bath for 25 minutes before being cooled and concentrated in vacuo. The residue was diluted with water (25 mL) and 2 N hydrochloric acid solution added until pH =1. The mixture was extracted with dichloromethane and the combined extracts washed with water and saturated NaCl solution before being dried over sodium sulfate. Rem... Reactants: C1(=CC=CC=C1)C1=NN(C(=C1C1=CC=CC=C1)C1=CC=CC=C1)CCCCCCCC(=O)OCC (ethyl 3,4,5-triphenyl-lH-pyrazol-1-octanoate), [OH-].[Na+] (sodium hydroxide). Solvent: CO (methanol). As a reaction SMILES: [C:1]1([C:7]2[C:11]([C:12]3[CH:17]=[CH:16][CH:15]=[CH:14][CH:13]=3)=[C:10]([C:18]3[CH:23]=[CH:22][CH:21]=[CH:20][CH:19]=3)[N:9]([CH2:24][CH2:25][CH2:26][CH2:27][CH2:28][CH2:29][CH2:30][C:31]([O:33]CC)=[O:32])[N:8]=2)[CH:6]=[CH:5][CH:4]=[CH:3][CH:2]=1.[OH-].[Na+]>CO>[OH2:32].[C:1]1([C:7]2[C:11]([C:12]3[CH:17]=[CH:16][CH:15]=[CH:14][CH:13]=3)=[C:10]([C:18]3[CH:19]=[CH:20][CH:21]=[CH:22][CH:23]=3)[N:9]([CH2:24][CH2:25][CH2:26][CH2:27][CH2:28][CH2:29][CH2:30][C:31]([OH:33])=[O:32])[N:8]=2)[CH:2]=[CH:3][CH:4]=[CH:5][CH:6]=1 |f:1.2,4.5|. Isolated yield 81.4%. Reaction SMILES: [BH4-:1].[CH3:35][O:36][CH2:37][CH2:38][O:39][CH3:40].[Cl-:41].[Cl-:42].[Cl-:43].[Cl-:44].[Cl:3][c:4]1[cH:5][cH:6][c:7]([C:10]2=[N:11][N:12]([C:22](=[O:23])[NH:24][c:25]3[cH:26][cH:27][c:28]([C:31]([F:32])([F:33])[F:34])[cH:29][cH:30]3)[CH2:13][CH:14]2[c:15]2[cH:16][cH:17][c:18]([Cl:21])[cH:19][cH:20]2)[cH:8][cH:9]1.[Na+:2].[Ti+4:45]>>[Cl:3][c:4]1[cH:5][cH:6][c:7]([CH:10]2[NH:11][N:12]([C:22](=[O:23])[NH:24][c:25]3[cH:26][cH:27][c:28]([C:31]([F:32])([F:33])[F:34])[cH:29][cH:30]3)[CH2:13][CH:14]2[c:15]2[cH:16][cH:17][c:18]([Cl:21])[cH:19][cH:20]2)[cH:8][cH:9]1. The reactants are [BH4-], COCCOC, [Cl-], [Cl-], [Cl-], [Cl-], O=C(Nc1ccc(C(F)(F)F)cc1)N1CC(c2ccc(Cl)cc2)C(c2ccc(Cl)cc2)=N1, [Na+], [Ti+4]. Yields the product O=C(Nc1ccc(C(F)(F)F)cc1)N1CC(c2ccc(Cl)cc2)C(c2ccc(Cl)cc2)N1.